From a dataset of the Open Reaction Database (ORD), a public repository of structured organic reaction records. describe an organic reaction: reactants, conditions, products, and yield The reactants are NC(=O)Cc1ccc(Oc2ccccc2CC(=O)O)cc1, O. The product is NC(=O)Cc1ccc2c(c1)C(=O)Cc1ccccc1O2. RXN SMILES: [C:1]([NH2:2])(=[O:3])[CH2:4][c:5]1[cH:6][cH:7][c:8]([O:9][c:10]2[c:11]([CH2:16][C:17](=[O:18])[OH:19])[cH:12][cH:13][cH:14][cH:15]2)[cH:20][cH:21]1.[OH2:22]>>[C:1]([NH2:2])(=[O:3])[CH2:4][c:5]1[cH:6][c:7]2[c:8]([cH:20][cH:21]1)[O:9][c:10]1[c:11]([cH:12][cH:13][cH:14][cH:15]1)[CH2:16][C:17]2=[O:19]. RXN SMILES: [CH3:24][C:25](=[O:26])[OH:27].[Cl:11][CH2:12][C:13](=[O:14])[NH:15][CH2:16][OH:17].[OH2:23].[OH:1][c:2]1[cH:3][c:4]2[c:8]([cH:9][cH:10]1)[CH2:7][CH2:6][CH2:5]2.[S:18](=[O:19])(=[O:20])([OH:21])[OH:22]>>[OH:1][c:2]1[cH:3][c:4]2[c:8]([cH:9][c:10]1[CH2:16][NH:15][C:13]([CH2:12][Cl:11])=[O:14])[CH2:7][CH2:6][CH2:5]2. Reactants: CC(=O)O, O=C(CCl)NCO, O, Oc1ccc2c(c1)CCC2, O=S(=O)(O)O. Yields the product O=C(CCl)NCc1cc2c(cc1O)CCC2. Reactants: C(C)(=O)O (acetic acid), C(C)(=O)O[BH-](OC(C)=O)OC(C)=O.[Na+] (sodium triacetoxyborohydride), N(=[N+]=[N-])CC1=C(SC2=C1N(C=C(C2=O)C(=O)NCC2=CC=C(C=C2)Cl)C)C=O (3-(azidomethyl)-N-(4-chlorobenzyl)-2-formyl-4-methyl-7-oxo-4,7-dihydrothieno[3,2-b]pyridine-6-carboxamide). Solvent: C(Cl)Cl (CH2Cl2). Isolated yield 64.9%. Procedure details: To a cold (0° C.), stirred solution of 230 mg of 3-(azidomethyl)-N-(4-chlorobenzyl)-2-formyl-4-methyl-7-oxo-4,7-dihydrothieno[3,2-b]pyridine-6-carboxamide in 6 mL of CH2Cl2 is added 0.16 mL of acetic acid and 296 mg of sodium triacetoxyborohydride. The ice bath is removed and the solution allowed to stir at room temperature for 2 h. Aqueous workup (CHCl3/aq. NaHCO3) followed by flash chromatography on silica using 3% MeOH in CH2Cl2 affords 150 mg of the title compound as a white solid. Recrystal... Run at time 2 hour. Reaction SMILES: [N:1]([CH2:4][C:5]1[C:9]2[N:10]([CH3:26])[CH:11]=[C:12]([C:15]([NH:17][CH2:18][C:19]3[CH:24]=[CH:23][C:22]([Cl:25])=[CH:21][CH:20]=3)=[O:16])[C:13](=[O:14])[C:8]=2[S:7][C:6]=1[CH:27]=[O:28])=[N+:2]=[N-:3].C(O)(=O)C.C(O[BH-](OC(=O)C)OC(=O)C)(=O)C.[Na+]>C(Cl)Cl>[N:1]([CH2:4][C:5]1[C:9]2[N:10]([CH3:26])[CH:11]=[C:12]([C:15]([NH:17][CH2:18][C:19]3[CH:20]=[CH:21][C:22]([Cl:25])=[CH:23][CH:24]=3)=[O:16])[C:13](=[O:14])[C:8]=2[S:7][C:6]=1[CH2:27][OH:28])=[N+:2]=[N-:3] |f:2.3|. The product is N(=[N+]=[N-])CC1=C(SC2=C1N(C=C(C2=O)C(=O)NCC2=CC=C(C=C2)Cl)C)CO (3-(Azidomethyl)-N-(4-chlorobenzyl)-2-(hydroxymethyl)-4-methyl-7-oxo-4,7-dihydrothieno[3,2-b]pyridine-6-carboxamide). Reactants: N#Cc1ccc(C(=O)O)o1, CCOC(C)=O, CCN(C(C)C)C(C)C, O=C(Cl)C(=O)Cl, CC1CCN(c2cc(N3CCN(C)CC3)c(F)cc2[N+](=O)[O-])CC1. The product is CC1CCN(c2cc(N3CCN(C)CC3)c(F)cc2NC(=O)c2ccc(C#N)o2)CC1. Reaction SMILES: [C:25](#[N:26])[c:27]1[cH:28][cH:29][c:30]([C:32](=[O:33])[OH:34])[o:31]1.[CH3:50][CH2:51][O:52][C:53]([CH3:54])=[O:55].[CH:41]([N:42]([CH2:43][CH3:44])[CH:45]([CH3:46])[CH3:47])([CH3:48])[CH3:49].[Cl:35][C:36]([C:37]([Cl:38])=[O:39])=[O:40].[F:1][c:2]1[c:3]([N:18]2[CH2:19][CH2:20][N:21]([CH3:24])[CH2:22][CH2:23]2)[cH:4][c:5]([N:11]2[CH2:12][CH2:13][CH:14]([CH3:17])[CH2:15][CH2:16]2)[c:6]([N+:8]([O-:9])=[O:10])[cH:7]1>>[F:1][c:2]1[c:3]([N:18]2[CH2:19][CH2:20][N:21]([CH3:24])[CH2:22][CH2:23]2)[cH:4][c:5]([N:11]2[CH2:12][CH2:13][CH:14]([CH3:17])[CH2:15][CH2:16]2)[c:6]([NH:8][C:32]([c:30]2[cH:29][cH:28][c:27]([C:25]#[N:26])[o:31]2)=[O:33])[cH:7]1. Starting materials: CCOC(=O)c1cnn(Cc2nc(-c3cccc(Br)c3)cs2)c1, O=C([O-])[O-], COCCOC, [K+], [K+], O, OB(O)C=Cc1ccccc1. Yields the product CCOC(=O)c1cnn(Cc2nc(-c3ccccc3)cs2)c1. Reaction SMILES: [Br:1][c:2]1[cH:3][c:4](-[c:8]2[n:9][c:10]([CH2:13][n:14]3[n:15][cH:16][c:17]([C:19](=[O:20])[O:21][CH2:22][CH3:23])[cH:18]3)[s:11][cH:12]2)[cH:5][cH:6][cH:7]1.[C:35](=[O:36])([O-:37])[O-:38].[CH2:41]([CH2:42][O:43][CH3:44])[O:45][CH3:46].[K+:39].[K+:40].[OH2:47].[c:24]1([CH:25]=[CH:26][B:27]([OH:28])[OH:29])[cH:30][cH:31][cH:32][cH:33][cH:34]1>>[cH:2]1[cH:3][c:4](-[c:8]2[n:9][c:10]([CH2:13][n:14]3[n:15][cH:16][c:17]([C:19](=[O:20])[O:21][CH2:22][CH3:23])[cH:18]3)[s:11][cH:12]2)[cH:5][cH:6][cH:7]1. Reactants: C(C)(C)(C)N1N=CC=C1NC1=CC=CC(=N1)CC1(CCN(CC1)C(C1=C(C(=CC=C1)C(F)(F)F)F)=O)C(=O)O (4-((6-((1-tert-butyl-1H-pyrazol-5-yl)amino)pyridin-2-yl)methyl)-1-(2-fluoro-3-(trifluoromethyl)benzoyl)piperidine-4-carboxylic acid), C(NN)(=O)OC(C)(C)C (tert-butyl carbazate), Cl.CN(CCCN=C=NCC)C (1-(3-dimethylaminopropyl)-3-ethylcarbodiimide hydrochloride), C([O-])(O)=O.[Na+] (sodium bicarbonate). The solvent is C(Cl)(Cl)Cl (chloroform). Conditions: time 6 hour. Yields the product C(C)(C)(C)N1N=CC=C1NC1=CC=CC(=N1)CC1(CCN(CC1)C(C1=C(C(=CC=C1)C(F)(F)F)F)=O)C(=O)NNC(=O)OC(C)(C)C (tert-butyl 2-((4-((6-((1-tert-butyl-1H-pyrazol-5-yl)amino)pyridin-2-yl)methyl)-1-(2-fluoro-3-(trifluoromethyl)benzoyl)piperidin-4-yl)carbonyl)hydrazinecarboxylate). RXN SMILES: [C:1]([N:5]1[C:9]([NH:10][C:11]2[N:16]=[C:15]([CH2:17][C:18]3([C:37](O)=[O:38])[CH2:23][CH2:22][N:21]([C:24](=[O:36])[C:25]4[CH:30]=[CH:29][CH:28]=[C:27]([C:31]([F:34])([F:33])[F:32])[C:26]=4[F:35])[CH2:20][CH2:19]3)[CH:14]=[CH:13][CH:12]=2)=[CH:8][CH:7]=[N:6]1)([CH3:4])([CH3:3])[CH3:2].[C:40]([O:44][C:45]([CH3:48])([CH3:47])[CH3:46])(=[O:43])[NH:41][NH2:42].Cl.CN(C)CCCN=C=NCC.C(=O)(O)[O-].[Na+]>C(Cl)(Cl)Cl>[C:1]([N:5]1[C:9]([NH:10][C:11]2[N:16]=[C:15]([CH2:17][C:18]3([C:37]([NH:42][NH:41][C:40]([O:44][C:45]([CH3:48])([CH3:47])[CH3:46])=[O:43])=[O:38])[CH2:23][CH2:22][N:21]([C:24](=[O:36])[C:25]4[CH:30]=[CH:29][CH:28]=[C:27]([C:31]([F:33])([F:34])[F:32])[C:26]=4[F:35])[CH2:20][CH2:19]3)[CH:14]=[CH:13][CH:12]=2)=[CH:8][CH:7]=[N:6]1)([CH3:3])([CH3:4])[CH3:2] |f:2.3,4.5|. Reported procedure: To a solution of 150 mg of 4-((6-((1-tert-butyl-1H-pyrazol-5-yl)amino)pyridin-2-yl)methyl)-1-(2-fluoro-3-(trifluoromethyl)benzoyl)piperidine-4-carboxylic acid in 5 ml of chloroform were added 43.3 mg of tert-butyl carbazate and 63.0 mg of 1-(3-dimethylaminopropyl)-3-ethylcarbodiimide hydrochloride at room temperature, followed by stirring the reaction mixture at room temperature for 6 hours. The reaction mixture was poured into saturated aqueous sodium bicarbonate solution, and extracted with et... Reactants: COc1c(Br)cccc1-c1ccccc1, [Li]CCCC, CC(C)(C)c1cccc(C(=O)c2ccccc2)c1OCc1ccccc1, [Cl-], [NH4+], C1CCOC1. The product is COc1c(-c2ccccc2)cccc1C(O)(c1ccccc1)c1cccc(C(C)(C)C)c1OCc1ccccc1. As a reaction SMILES: [Br:1][c:2]1[c:3]([O:14][CH3:15])[c:4](-[c:8]2[cH:9][cH:10][cH:11][cH:12][cH:13]2)[cH:5][cH:6][cH:7]1.[CH2:16]([Li:17])[CH2:18][CH2:19][CH3:20].[CH2:21]([c:22]1[cH:23][cH:24][cH:25][cH:26][cH:27]1)[O:28][c:29]1[c:30]([C:39](=[O:40])[c:41]2[cH:42][cH:43][cH:44][cH:45][cH:46]2)[cH:31][cH:32][cH:33][c:34]1[C:35]([CH3:36])([CH3:37])[CH3:38].[Cl-:47].[NH4+:48].[O:49]1[CH2:50][CH2:51][CH2:52][CH2:53]1>>[c:2]1([C:39]([c:30]2[c:29]([O:28][CH2:21][c:22]3[cH:23][cH:24][cH:25][cH:26][cH:27]3)[c:34]([C:35]([CH3:36])([CH3:37])[CH3:38])[cH:33][cH:32][cH:31]2)([OH:40])[c:41]2[cH:42][cH:43][cH:44][cH:45][cH:46]2)[c:3]([O:14][CH3:15])[c:4](-[c:8]2[cH:9][cH:10][cH:11][cH:12][cH:13]2)[cH:5][cH:6][cH:7]1. Reactants: C(C(C)C)(=O)OCC (ethyl isobutyrate), C(C#C)Br (propargyl bromide), [Li]CCCC (n-BuLi). Run in C1CCOC1 (THF), C1(=CC=CC=C1)C (PhMe), CCCCCC (hexane), C1CCOC1 (THF). Conditions: temperature 0 celsius, time 20 minute. The product is CC(C(=O)OCC)(CC#C)C (Ethyl 2,2-dimethylpent-4-ynoate). Reaction SMILES: [Li][CH2:2][CH2:3]CC.[C:6]([O:11][CH2:12][CH3:13])(=[O:10])[CH:7]([CH3:9])[CH3:8].[CH2:14](Br)C#C>CCCCCC.C1COCC1.C1(C)C=CC=CC=1>[CH3:8][C:7]([CH3:14])([CH2:9][C:2]#[CH:3])[C:6]([O:11][CH2:12][CH3:13])=[O:10]. Reported procedure: A solution of n-BuLi (199 mL, 498 mmol) as 2.5M in hexane was added slowly to a stirred solution of DIPA (74.3 mL, 521 mmol) in anhydrous THF (500 mL), at −75° C. and under nitrogen. The solution was stirred for 20 minutes, and a solution of ethyl isobutyrate (64 mL, 474 mmol) in THF (100 mL) was added dropwise to the solution over 1.5 hours. The solution was warmed to 0° C. and recooled to −75° C., then a solution of propargyl bromide (53.6 mL, 498 mmol) as 80% in PhMe was added dropwise. The r...